This data is from the Open Reaction Database (ORD), a public repository of structured organic reaction records. The task is: describe an organic reaction: reactants, conditions, products, and yield Reactants: C(C)(=O)OCC1=NC(=NO1)C=1C=NC(=CC1)C(C(C)C)(C)C1=CC=C(C=C1)C=1C=NC=C(C1)OC ([3-(6-{1-[4-(5-methoxypyridin-3-yl)phenyl]-1,2-dimethylpropyl}pyridin-3-yl)-1,2,4-oxadiazol-5-yl]methyl acetate), C([O-])([O-])=O.[K+].[K+] (potassium carbonate), C([O-])(O)=O.[Na+] (sodium bicarbonate). Solvent: CO (methanol), O (water). Reaction conditions: time 1 hour. Product: COC=1C=C(C=NC1)C1=CC=C(C=C1)C(C(C)C)(C)C1=CC=C(C=N1)C1=NOC(=N1)CO ([3-(6-{1-[4-(5-methoxypyridin-3-yl)phenyl]-1,2-dimethylpropyl}pyridin-3-yl)-1,2,4-oxadiazol-5-yl]methanol). Reaction SMILES: C(=O)([O-])[O-].[K+].[K+].C([O:10][CH2:11][C:12]1[O:16][N:15]=[C:14]([C:17]2[CH:18]=[N:19][C:20]([C:23]([C:28]3[CH:33]=[CH:32][C:31]([C:34]4[CH:35]=[N:36][CH:37]=[C:38]([O:40][CH3:41])[CH:39]=4)=[CH:30][CH:29]=3)([CH3:27])[CH:24]([CH3:26])[CH3:25])=[CH:21][CH:22]=2)[N:13]=1)(=O)C.C(=O)(O)[O-].[Na+]>O.CO>[CH3:41][O:40][C:38]1[CH:39]=[C:34]([C:31]2[CH:32]=[CH:33][C:28]([C:23]([C:20]3[N:19]=[CH:18][C:17]([C:14]4[N:13]=[C:12]([CH2:11][OH:10])[O:16][N:15]=4)=[CH:22][CH:21]=3)([CH3:27])[CH:24]([CH3:25])[CH3:26])=[CH:29][CH:30]=2)[CH:35]=[N:36][CH:37]=1 |f:0.1.2,4.5|. Procedure: A mixture of potassium carbonate (743 mg, 5.38 mmol) in water (1.00 mL) was added to a stirred solution of 1c (0.896 mmol) in methanol (3.00 mL) at rt. After approximately 1 h, the reaction mixture was poured into saturated aqueous sodium bicarbonate and extracted three times with EtOAc. The combined organic extracts were washed with water and brine, dried (sodium sulfate) and concentrated in vacuo. The crude residue was purified by flash chromatography on silica gel (gradient elution; 0%-6% met... Starting materials: FC=1C=CC(=C(C(=O)O)C1)[N+](=O)[O-] (5-fluoro-2-nitrobenzoic acid), Cl.CN (methylamine hydrochloride), CN(C)C(=[N+](C)C)ON1C2=C(C=CC=C2)N=N1.[B-](F)(F)(F)F (TBTU), CCN(C(C)C)C(C)C (DIPEA). The solvent is C(Cl)Cl (DCM). The product is FC=1C=CC(=C(C(=O)NC)C1)[N+](=O)[O-] (5-fluoro-N-methyl-2-nitrobenzamide). RXN SMILES: [F:1][C:2]1[CH:3]=[CH:4][C:5]([N+:11]([O-:13])=[O:12])=[C:6]([CH:10]=1)[C:7](O)=[O:8].Cl.CN.[CH3:17][N:18](C(ON1N=NC2C=CC=CC1=2)=[N+](C)C)C.[B-](F)(F)(F)F.CCN(C(C)C)C(C)C>C(Cl)Cl>[F:1][C:2]1[CH:3]=[CH:4][C:5]([N+:11]([O-:13])=[O:12])=[C:6]([CH:10]=1)[C:7]([NH:18][CH3:17])=[O:8] |f:1.2,3.4|. Procedure details: A solution of 5-fluoro-2-nitrobenzoic acid (0.550 g, 2.97 mmol), methylamine hydrochloride (0.241 g, 3.56 mmol), TBTU (0.954 g, 2.97 mmol), and DIPEA (1.15 g, 8.91 mmol) in DCM (10.0 mL) was stirred at rt for 30 minutes. The reaction was quenched with saturated NaHCO3 (10 mL) and extracted with DCM (15 mL). The organic layer was washed with brine (10 mL), dried over anhydrous Na2SO4, filtered, and concentrated under reduced pressure to yield a yellow semi-solid. 1H NMR (CDCl3, 400 MHz): δ=3.06 (... Reactants: CC1=CC(NC(N1)=O)=O (6-methyl-1H-pyrimidine-2,4-dione), [OH-].[Na+] (NaOH), C=O (Formaldehyde). Reaction conditions: time 10 minute. Yields the product OCC=1C(=NC(=NC1C)O)O (5-hydroxymethyl-6-methyl-pyrimidine-2,4-diol). As a reaction SMILES: [CH3:1][C:2]1[NH:7][C:6](=[O:8])[NH:5][C:4](=[O:9])[CH:3]=1.[OH-:10].[Na+].[CH2:12]=O>>[OH:10][CH2:12][C:3]1[C:4]([OH:9])=[N:5][C:6]([OH:8])=[N:7][C:2]=1[CH3:1] |f:1.2|. Reported procedure: To a flask containing 6-methyl-1H-pyrimidine-2,4-dione (10 g, 79.3 mmol) is added NaOH (1.25 N, 95 mL) and the solution is allowed to stir for 10 min at room temperature. Formaldehyde (37%, 19.60 mL) is added dropwise over 30 min. After 30 min, a thick white precipitate forms and the reaction is allowed to proceed for 150 min. The suspension is then filtered and the filter cake is transferred to an Erlenmeyer flask to which EtOH (absolute, 200 mL) is added. The resulting suspension of white soli... The reactants are C1(=C(C=CC=C1)N)N (ortho-phenylenediamine), C([O-])([O-])=O.[K+].[K+] (potassium carbonate), C(C=CC1=CC=CC=C1)Cl (cinnamyl chloride). Solvent: O (water). Conditions: time 8 hour. Yields the product C(C=CC1=CC=CC=C1)NC1=C(C=CC=C1)N (N-Cinnamyl-1,2-Phenylenediamine). The yield is 89.5%. As a reaction SMILES: [C:1]1([NH2:8])[CH:6]=[CH:5][CH:4]=[CH:3][C:2]=1[NH2:7].C(=O)([O-])[O-].[K+].[K+].[CH2:15](Cl)[CH:16]=[CH:17][C:18]1[CH:23]=[CH:22][CH:21]=[CH:20][CH:19]=1>O>[CH2:15]([NH:7][C:2]1[CH:3]=[CH:4][CH:5]=[CH:6][C:1]=1[NH2:8])[CH:16]=[CH:17][C:18]1[CH:23]=[CH:22][CH:21]=[CH:20][CH:19]=1 |f:1.2.3|. Reported procedure: 3.24 g of ortho-phenylenediamine was dissolved in 30 ml of dimithylformaide, to the solution were added 2.07 g of potassium carbonate and 1.52 g of cinnamyl chloride, and the mixture was stirred overnight at a room temperature. After adding 100 ml of water, the reaction mixture was extracted twice with 100 ml and 50 ml of chloroform, and the extract was washed with a saturated sodium chloride aqueous solution, dried over magnesium sulfate and evaporated to remove the solvent under a reduced pres... Procedure: A solution of N-cyano-N'-(2-propyn-1-yl)-N"-(2-mercaptoethyl)guanidine [prepared according to the procedure described in U.S. Pat. No. 4,112,234] in ethanol is reacted with an ethanol solution of about an equimolar amount of 5-dimethylaminomethylfurfuryl chloride hydrochloride and about two equivalents of base, and the title product is thereby produced. The product is C(#N)NC(=NCCSCC=1OC(=CC1)CN(C)C)NCC#C (N-Cyano-N'-(2-propyn-1-yl)-N"-{2-[(5-dimethylaminomethyl-2-furyl)methylthio]ethyl}guanidine). Solvent: C(C)O (ethanol), C(C)O (ethanol). As a reaction SMILES: [C:1]([NH:3][C:4]([NH:9][CH2:10][C:11]#[CH:12])=[N:5][CH2:6][CH2:7][SH:8])#[N:2].Cl.[CH3:14][N:15]([CH2:17][C:18]1[O:24][C:21]([CH2:22]Cl)=[CH:20][CH:19]=1)[CH3:16]>C(O)C>[C:1]([NH:3][C:4]([NH:9][CH2:10][C:11]#[CH:12])=[N:5][CH2:6][CH2:7][S:8][CH2:22][C:21]1[O:24][C:18]([CH2:17][N:15]([CH3:16])[CH3:14])=[CH:19][CH:20]=1)#[N:2] |f:1.2|. Starting materials: C(#N)NC(=NCCS)NCC#C (N-cyano-N'-(2-propyn-1-yl)-N"-(2-mercaptoethyl)guanidine), Cl.CN(C)CC1=CC=C(CCl)O1 (5-dimethylaminomethylfurfuryl chloride hydrochloride), base. Starting materials: ClC1=C(C=O)C=C(C=C1)[N+](=O)[O-] (2-chloro-5-nitrobenzaldehyde), CC=CCN (3-methylallylamine), [BH-](OC(=O)C)(OC(=O)C)OC(=O)C.[Na+] (NaBH(OAc)3), CC(=O)O (HOAc). The solvent is CCO (EtOH). Conditions: time 3 hour. The product is ClC1=C(CNCC(=C)C)C=C(C=C1)[N+](=O)[O-] ((2-Chloro-5-nitro-benzyl)-(2-methyl-allyl)-amine). RXN SMILES: [Cl:1][C:2]1[CH:9]=[CH:8][C:7]([N+:10]([O-:12])=[O:11])=[CH:6][C:3]=1[CH:4]=O.C[CH:14]=[CH:15][CH2:16][NH2:17].[CH3:18]C(O)=O.[BH-](OC(C)=O)(OC(C)=O)OC(C)=O.[Na+]>CCO>[Cl:1][C:2]1[CH:9]=[CH:8][C:7]([N+:10]([O-:12])=[O:11])=[CH:6][C:3]=1[CH2:4][NH:17][CH2:16][C:15]([CH3:18])=[CH2:14] |f:3.4|. Procedure details: To a solution of 2-chloro-5-nitrobenzaldehyde (25 g) in EtOH (200 mL) was added 3-methylallylamine (10.6 g, 1.1 eq). HOAc (9 g) was added to the solution. The mixture was stirred at 20˜25° C. for 3 h. NaBH(OAc)3 (43 g, 1.5 eq) was added in one portion at ˜5° C. The mixture was warmed to RT in 30 min and stirred for 1 h. The EtOH was removed under reduced pressure and saturated Na2CO3 aqueous solution (200 mL) was added. The mixture was extracted with toluene (100 mL). To the toluene solution was...